This data is from the Open Reaction Database (ORD), a public repository of structured organic reaction records. The task is: describe an organic reaction: reactants, conditions, products, and yield The reactants are NCC(O)C1=CC(=CC=C1)Cl (2-amino-1-(3-chlorophenyl)ethanol), COC1=CC=C2CCC(CC2=C1)=O (7-methoxy-2-tetralone), Cl (hydrogen chloride), C(#N)[BH3-].[Na+] (sodium cyanoborohydride). Solvent: CO (methanol), C(C)(=O)O (acetic acid), C(C)(C)O (isopropyl alcohol), C(C)OCC (ethyl ether), C(C)(C)O (isopropyl alcohol). Reaction conditions: time 3 hour. Yields the product Cl.COC1=CC=C2CCC(CC2=C1)NCC(O)C1=CC(=CC=C1)Cl (2-[(7-methoxy-1,2,3,4-tetrahydronaphth-2-yl)amino]-1-(3-chloropheny)ethanol hydrochloride). Yield: 40.0%. Reaction SMILES: [NH2:1][CH2:2][CH:3]([C:5]1[CH:10]=[CH:9][CH:8]=[C:7]([Cl:11])[CH:6]=1)[OH:4].[CH3:12][O:13][C:14]1[CH:23]=[C:22]2[C:17]([CH2:18][CH2:19][C:20](=O)[CH2:21]2)=[CH:16][CH:15]=1.C([BH3-])#N.[Na+].Cl>CO.C(O)(=O)C.C(O)(C)C.C(OCC)C>[ClH:11].[CH3:12][O:13][C:14]1[CH:23]=[C:22]2[C:17]([CH2:18][CH2:19][CH:20]([NH:1][CH2:2][CH:3]([C:5]3[CH:10]=[CH:9][CH:8]=[C:7]([Cl:11])[CH:6]=3)[OH:4])[CH2:21]2)=[CH:16][CH:15]=1 |f:2.3,9.10|. Procedure details: A mixture of 4.8 g of 2-amino-1-(3-chlorophenyl)ethanol and 5 g of 7-methoxy-2-tetralone in 80 ml of methanol and 5 ml of glacial acetic acid is stirred at room temperature for three hours. Then 2.7 g of sodium cyanoborohydride are added thereto and the solution thus obtained is left under stirring for a night. The mixture is made acid and evaporated to dryness, then the residue is taken up with 40 ml of water made alkaline and extracted with 200 ml of ethyl acetate. The organic phase thus obtai... Starting materials: Cc1ccccc1, O=C(c1cc2c3ccccc3n(Cc3cc(Cl)ccc3Cl)c2cn1)n1ccnc1, OCCCc1cccnc1. The product is O=C(OCCCc1cccnc1)c1cc2c3ccccc3n(Cc3cc(Cl)ccc3Cl)c2cn1. As a reaction SMILES: [CH3:40][c:41]1[cH:42][cH:43][cH:44][cH:45][cH:46]1.[n:1]1([C:6](=[O:7])[c:8]2[n:9][cH:10][c:11]3[n:12]([CH2:21][c:22]4[c:23]([Cl:29])[cH:24][cH:25][c:26]([Cl:28])[cH:27]4)[c:13]4[cH:14][cH:15][cH:16][cH:17][c:18]4[c:19]3[cH:20]2)[cH:2][cH:3][n:4][cH:5]1.[n:30]1[cH:31][c:32]([CH2:36][CH2:37][CH2:38][OH:39])[cH:33][cH:34][cH:35]1>>[C:6](=[O:7])([c:8]1[n:9][cH:10][c:11]2[n:12]([CH2:21][c:22]3[c:23]([Cl:29])[cH:24][cH:25][c:26]([Cl:28])[cH:27]3)[c:13]3[cH:14][cH:15][cH:16][cH:17][c:18]3[c:19]2[cH:20]1)[O:39][CH2:38][CH2:37][CH2:36][c:32]1[cH:31][n:30][cH:35][cH:34][cH:33]1. Starting materials: CCCCN1C(=O)C(=C/C=C/C=C\2/N(C3=CC=CC=C3O2)CCCS(=O)(=O)[O-])C(=O)N(C1=O)CCCC.[Na+] (merocyanine), [I-].[Na+] (sodium iodide), C(C)N1C(SC(C1=O)=C(C=C1SC2=C(N1CC)C=CC=C2)Cl)=S (3-Ethyl-5-[(3-ethyl-2-benzothiazolinylidene)-1-chloroethylidene]rhodanine), C(C)#N (acetonitrile). Solvent: C(C)N(CC)CC (triethylamine). Conditions: time 1 minute. Yields the product C(C)N1C(SC(C1=O)=C=C=C1SC2=C(N1CC)C=CC=C2)=S (3-Ethyl-5-[(3-ethyl-2-benzothiazolinylidene)vinylidene]rhodanine). Reaction SMILES: CCCCN1C(=O)N(CCCC)C(=O)C(=C/C=C/C=C2/N(CCCS([O-])(=O)=O)C3C(O/2)=CC=CC=3)C1=O.[Na+].[CH2:39]([N:41]1[C:45](=[O:46])[C:44](=[C:47](Cl)[CH:48]=[C:49]2[N:53]([CH2:54][CH3:55])[C:52]3[CH:56]=[CH:57][CH:58]=[CH:59][C:51]=3[S:50]2)[S:43][C:42]1=[S:61])[CH3:40].C(#N)C.[I-].[Na+]>C(N(CC)CC)C>[CH2:39]([N:41]1[C:45](=[O:46])[C:44](=[C:47]=[C:48]=[C:49]2[N:53]([CH2:54][CH3:55])[C:52]3[CH:56]=[CH:57][CH:58]=[CH:59][C:51]=3[S:50]2)[S:43][C:42]1=[S:61])[CH3:40] |f:0.1,4.5|. Reported procedure: A mixture of the merocyanine dye of Example 9 (1 g), acetonitrile (100 ml), sodium iodide (5 g) and triethylamine (7 ml) are heated at reflux with stirring for 1 minute and chilled immediately. The dye is collected and washed sequentially with acetonitrile, water, acetonitrile and ether. After recrystallization from acetonitrile, the yield of purified dye is 0.57 g (63%).